This data is from the Open Reaction Database (ORD), a public repository of structured organic reaction records. The task is: describe an organic reaction: reactants, conditions, products, and yield Starting materials: C(C1=CC=CC=C1)N(COC)C[Si](C)(C)C (N-benzyl-N-(methoxymethyl)trimethylsilylmethylamine), C(\C=C\CC)(=O)N1C(OC[C@@H]1C1=CC=CC=C1)=O (3-(trans-2-pentenoyl)-4-(S)-phenyl-2-oxazolidinone), FC(C(=O)O)(F)F (trifluoroacetic acid). Run in C(Cl)Cl (methylene chloride), C(Cl)Cl (methylene chloride). Run at temperature 0 celsius, time 20 minute. The product is C(C1=CC=CC=C1)N1C[C@H]([C@@H](C1)CC)C(=O)N1C(OC[C@@H]1C1=CC=CC=C1)=O (3-(trans-1-benzyl-4-ethyl-3-pyrrolidinylcarbonyl)-4-(S)-phenyl-2-oxazolidinone). RXN SMILES: [C:1]([N:7]1[C@@H:11]([C:12]2[CH:17]=[CH:16][CH:15]=[CH:14][CH:13]=2)[CH2:10][O:9][C:8]1=[O:18])(=[O:6])/[CH:2]=[CH:3]/[CH2:4][CH3:5].[CH2:19]([N:26]([CH2:30][Si](C)(C)C)[CH2:27]OC)[C:20]1[CH:25]=[CH:24][CH:23]=[CH:22][CH:21]=1.FC(F)(F)C(O)=O>C(Cl)Cl>[CH2:19]([N:26]1[CH2:30][C@@H:3]([CH2:4][CH3:5])[C@H:2]([C:1]([N:7]2[C@@H:11]([C:12]3[CH:13]=[CH:14][CH:15]=[CH:16][CH:17]=3)[CH2:10][O:9][C:8]2=[O:18])=[O:6])[CH2:27]1)[C:20]1[CH:25]=[CH:24][CH:23]=[CH:22][CH:21]=1. Reported procedure: The compound from step 7b (490 mg, 2 mmol) was dissolved in methylene chloride (9 mL), and the solution was cooled to 0° C. and flushed with N2. N-benzyl-N-(methoxymethyl)trimethylsilylmethylamine (498 mg, 2.1 mmol) was added, the mixture was stirred for 20 minutes and trifluoroacetic acid (1M, 0.2 mL, 0.20 mmol) was added dropwise over 20 minutes with stirring at 0° C. The mixture was stirred at 0° C. for 1 hour and at room temperature for 24 hours, then diluted with 50 mL of methylene chloride... Reactants: C(C1=NC2=CC=CC=C2C=C1)(=O)O (quinaldic acid), C(=O)(N1C=NC=C1)N1C=NC=C1 (1,1'-carbonyldiimidazole), ice water, N[C@@H](C(C)C)C(=O)O (L-valine), [OH-].[Li+] (lithium hydroxide), Cl (hydrochloric acid). The solvent is O1CCOCC1 (1,4-dioxane), O (water), O (water). Run at time 2 hour. Yields the product C(C1=NC2=CC=CC=C2C=C1)(=O)N[C@@H](C(C)C)C(=O)O (N-Quinaldoyl-L-Valine). The yield is 76.5%. Reaction SMILES: [C:1]([OH:13])(=O)[C:2]1[CH:11]=[CH:10][C:9]2[C:4](=[CH:5][CH:6]=[CH:7][CH:8]=2)[N:3]=1.C(N1C=CN=C1)(N1C=CN=C1)=O.[NH2:26][C@H:27]([C:31]([OH:33])=[O:32])[CH:28]([CH3:30])[CH3:29].[OH-].[Li+].Cl>O1CCOCC1.O>[C:1]([NH:26][C@H:27]([C:31]([OH:33])=[O:32])[CH:28]([CH3:30])[CH3:29])(=[O:13])[C:2]1[CH:11]=[CH:10][C:9]2[C:4](=[CH:5][CH:6]=[CH:7][CH:8]=2)[N:3]=1 |f:3.4|. Procedure: A mixture of 0.62 g (3.6 mmol) of quinaldic acid and 0.61 g (3.76 mmol) of 1,1'-carbonyldiimidazole in 1 ml of dry 1,4-dioxane was stirred for 30 rain at room temperature. To this, a solution of 0.43 g (3.7 mmol) of L-valine and 0.155g (3.7 mmol) of lithium hydroxide in 1 ml of water was added and the resulting mixture was stirred vigorously at room temperature for .about 4 hours; The mixture was diluted to 10 ml with water, cooled (ice-water bath), then acidified with 1N hydrochloric acid to pH... Reactants: BrC=1C=NC(=NC1)C (5-bromo-2-methylpyrimidine), BrN1C(CCC1=O)=O (N-bromosuccinimide), CC(C)(C#N)N=NC(C)(C)C#N (AIBN). Run in C(Cl)(Cl)(Cl)Cl (CCl4). Conditions: temperature 60 celsius, time 3 hour. Yields the product BrC=1C=NC(=NC1)CBr (5-bromo-2-(bromomethyl)pyrimidine). The yield is 11.0%. RXN SMILES: [Br:1][C:2]1[CH:3]=[N:4][C:5]([CH3:8])=[N:6][CH:7]=1.[Br:9]N1C(=O)CCC1=O.CC(N=NC(C#N)(C)C)(C#N)C>C(Cl)(Cl)(Cl)Cl>[Br:1][C:2]1[CH:3]=[N:4][C:5]([CH2:8][Br:9])=[N:6][CH:7]=1. Procedure: A mixture of 5-bromo-2-methylpyrimidine (119) (1.34 g, 7.75 mmol), N-bromosuccinimide (1.40 g, 7.87 mmol) and AIBN (0.13 g, 0.79 mmol) in CCl4 (15 mL) was stirred at 60° C. for 3 h. The resulting mixture was filtered, the filter cake was washed with Et2O (100 mL), and the combined filtrates were concentrated under reduced pressure. Column chromatography of the residue, eluting with 2:1 EtOAc:hexanes, gave 5-bromo-2-(bromomethyl)pyrimidine (120) (0.214 g, 11%) as a white solid: mp 55-57° C.; 1H N...